From a dataset of the Open Reaction Database (ORD), a public repository of structured organic reaction records. describe an organic reaction: reactants, conditions, products, and yield Starting materials: ClC1=CC=C(C=C1)CC(=S)N1CCCCC1 (N-(4-chlorophenylthioacetyl)piperidine), BrCC(=O)O (bromoacetic acid), C1=CC=CC=C1 (benzene). The solvent is CCOCC (ether). Reaction conditions: time 8 hour. Product: [Br-].C(=O)(O)CSC(CC1=CC=C(C=C1)Cl)=[N+]1CCCCC1 (1-[1-[(carboxymethyl)thio]2-(4-chlorophenyl)ethylidene]piperidinium bromide). Isolated yield 77.9%. RXN SMILES: [Cl:1][C:2]1[CH:7]=[CH:6][C:5]([CH2:8][C:9]([N:11]2[CH2:16][CH2:15][CH2:14][CH2:13][CH2:12]2)=[S:10])=[CH:4][CH:3]=1.[Br:17][CH2:18][C:19]([OH:21])=[O:20].C1C=CC=CC=1>CCOCC>[Br-:17].[C:19]([CH2:18][S:10][C:9](=[N+:11]1[CH2:12][CH2:13][CH2:14][CH2:15][CH2:16]1)[CH2:8][C:5]1[CH:6]=[CH:7][C:2]([Cl:1])=[CH:3][CH:4]=1)([OH:21])=[O:20] |f:4.5|. Procedure: A mixture of 200 g of N-(4-chlorophenylthioacetyl)piperidine, 117.5 g of bromoacetic acid and 600 ml of benzene was stirred overnight, then diluted with anhydrous ether and stirred overnight. The solid was collected and dried in vacuo giving 241 g of 1-[1-[(carboxymethyl)thio]2-(4-chlorophenyl)ethylidene]piperidinium bromide, mp 118°-120° C. Starting materials: C([C@H](O)[C@@H](O)C(=O)O)(=O)O (L-tartaric acid), [OH-].[Na+] (sodium hydroxide), COC(=O)C=1C=C2C=C(NC2=CC1)C (5-(methoxycarbonyl)-2-methylindole), ClC1=C(N=CC2=CC=CC=C12)CCl (4-chloro-3-(chloromethyl)isoquinoline), [I-].[Na+] (sodium iodide). The solvent is O (water), O1CCOCC1 (1,4-dioxane), O1CCOCC1 (1,4-dioxane). Reaction conditions: temperature 100 celsius, time 56 hour. Product: ClC1=C(N=CC2=CC=CC=C12)CC1=C(NC2=CC=C(C=C12)C(=O)OC)C (3-((4-chloroisoquinolin-3-yl)methyl)-5-(methoxycarbonyl)-2-methylindole). Yield: 19.2%. Reaction SMILES: C(O)(=O)[C@@H]([C@H](C(O)=O)O)O.[OH-].[Na+].[I-].[Na+].[CH3:15][O:16][C:17]([C:19]1[CH:20]=[C:21]2[C:25](=[CH:26][CH:27]=1)[NH:24][C:23]([CH3:28])=[CH:22]2)=[O:18].[Cl:29][C:30]1[C:39]2[C:34](=[CH:35][CH:36]=[CH:37][CH:38]=2)[CH:33]=[N:32][C:31]=1[CH2:40]Cl>O1CCOCC1.O>[Cl:29][C:30]1[C:39]2[C:34](=[CH:35][CH:36]=[CH:37][CH:38]=2)[CH:33]=[N:32][C:31]=1[CH2:40][C:22]1[C:21]2[C:25](=[CH:26][CH:27]=[C:19]([C:17]([O:16][CH3:15])=[O:18])[CH:20]=2)[NH:24][C:23]=1[CH3:28] |f:1.2,3.4|. Procedure details: To a mixture of L-tartaric acid (0.600 g), sodium hydroxide (0.160 g), 1,4-dioxane (4 ml) and water (4 ml), added are sodium iodide (0.15 g) and 5-(methoxycarbonyl)-2-methylindole (0.378 g). Then, a 1,4-dioxane (2 ml) solution of 4-chloro-3-(chloromethyl)isoquinoline (0.50 g) is added thereto, and stirred at 100° C. for 56 hours. The reaction mixture is concentrated, and water is added to the residue, which is then extracted with ethyl acetate. The organic layer is dried and concentrated, and th... The reactants are FC1=C(C=C(C(=O)O)C=C1)C(F)(F)F (4-fluoro-3-(trifluoromethyl)-benzoic acid), O=S(Cl)Cl (SOCl2), CO (methanol). Run at temperature 5 celsius. Product: FC1=C(C=C(C(=O)OC)C=C1)C(F)(F)F (Methyl 4-fluoro-3-trifluoromethyl-benzoate). Reaction SMILES: [F:1][C:2]1[CH:10]=[CH:9][C:5]([C:6]([OH:8])=[O:7])=[CH:4][C:3]=1[C:11]([F:14])([F:13])[F:12].O=S(Cl)Cl.[CH3:19]O>>[F:1][C:2]1[CH:10]=[CH:9][C:5]([C:6]([O:8][CH3:19])=[O:7])=[CH:4][C:3]=1[C:11]([F:12])([F:13])[F:14]. Procedure details: 35.4 g (170 mmol) of 4-fluoro-3-(trifluoromethyl)-benzoic acid in 250 ml of methanol are mixed with 68 ml of SOCl2, whilst cooling with ice, at 5° C. within 25 minutes. After it has all been added, the reaction mixture is refluxed for a further 3 hours. The reaction solution is cooled to ambient temperature and evaporated down in vacuo. The oily residue is taken up in 200 ml of diethylether and extracted with water, saturated NaHCO3 solution and again with water. The combined organic phases are ... Reactants: C1CCOC1, COc1ccc(-c2ccc3cc(O)ccc3c2)c(C)c1, O=C1CCC(=O)N1Cl. Product: COc1ccc(-c2ccc3c(Cl)c(O)ccc3c2)c(C)c1. Reaction SMILES: [CH2:29]1[O:30][CH2:31][CH2:32][CH2:33]1.[CH3:1][O:2][c:3]1[cH:4][c:5]([CH3:20])[c:6](-[c:9]2[cH:10][c:11]3[cH:12][cH:13][c:14]([OH:19])[cH:15][c:16]3[cH:17][cH:18]2)[cH:7][cH:8]1.[Cl:21][N:22]1[C:23](=[O:24])[CH2:25][CH2:26][C:27]1=[O:28]>>[CH3:1][O:2][c:3]1[cH:4][c:5]([CH3:20])[c:6](-[c:9]2[cH:10][c:11]3[cH:12][cH:13][c:14]([OH:19])[c:15]([Cl:21])[c:16]3[cH:17][cH:18]2)[cH:7][cH:8]1. Reactants: CCCCI (BuI), CC(C)(C)OC(=O)N1CCN(CC1)c2ccc(NC(=O)c3oc(cc3)c4ccc(Cl)cc4)cc2 (p-Cl Core). The reagents and catalysts are O=S(=O)(O)O (H2SO4), CCN=P(N=P(N(C)C)(N(C)C)N(C)C)(N(C)C)N(C)C (P2-Et). Solvent: COCCOCCOC (diglyme), CN(C)C=O (DMF), CN(C)C=O (DMF), CN(C)C=O (DMF). Conditions: temperature 23 celsius, time 20 hour. Product: CCCCN(C(=O)c1oc(cc1)c2ccc(Cl)cc2)c3ccc(cc3)N4CCNCC4 (MK2_Alk_04), CC(C)(C)OC(=O)N1CCN(CC1)c2ccc(NC(=O)c3oc(cc3)c4ccc(Cl)cc4)cc2 (p-Cl Core), CC(C)(C)OC(=O)N1CCN(CC1)c2ccc(NC(=O)c3oc(cc3)c4ccc(Cl)cc4)cc2 (MK2_Core_Cl). Yield: 45.0%.